Dataset: the Open Reaction Database (ORD), a public repository of structured organic reaction records. Task: describe an organic reaction: reactants, conditions, products, and yield The reactants are F\C(\C(=O)OCC)=C(/C)\C1=C(C=C2C(CC=C(C2=C1)C(C)C)(C)C)OCC1CC1 (ethyl (2E)-2-fluoro-3-(4,4-dimethyl-6(cyclopropyl)methoxy-1-iso-propyl-3,4-dihydronaphthalen-7-yl)-2-butenoate), [H-].C(C(C)C)[Al+]CC(C)C (diisobutylaluminum hydride). The solvent is C1CCOC1 (THF). Product: F\C(\CO)=C(/C)\C1=C(C=C2C(CC=C(C2=C1)C(C)C)(C)C)OCC1CC1 ((2E)-2-Fluoro-3-(4,4-dimethyl-6-(cyclopropyl)methoxy-1-isopropyl-3,4 dihydronaphthalen-7-yl)2-butenol). RXN SMILES: [F:1]/[C:2](=[C:8](/[C:10]1[CH:19]=[C:18]2[C:13]([C:14]([CH3:24])([CH3:23])[CH2:15][CH:16]=[C:17]2[CH:20]([CH3:22])[CH3:21])=[CH:12][C:11]=1[O:25][CH2:26][CH:27]1[CH2:29][CH2:28]1)\[CH3:9])/[C:3](OCC)=[O:4].[H-].C([Al+]CC(C)C)C(C)C>C1COCC1>[F:1]/[C:2](=[C:8](/[C:10]1[CH:19]=[C:18]2[C:13]([C:14]([CH3:24])([CH3:23])[CH2:15][CH:16]=[C:17]2[CH:20]([CH3:22])[CH3:21])=[CH:12][C:11]=1[O:25][CH2:26][CH:27]1[CH2:29][CH2:28]1)\[CH3:9])/[CH2:3][OH:4] |f:1.2|. Reported procedure: As described in General Procedure G-1, ethyl (2E)-2-fluoro-3-(4,4-dimethyl-6(cyclopropyl)methoxy-1-iso-propyl-3,4-dihydronaphthalen-7-yl)-2-butenoate (Compound A-45, 0.025 g, 0.062 mmol) and diisobutylaluminum hydride (1.0 M in hexanes, 0.50 mL, 0.50 mmol) were reacted in THF (0.5 mL) to produce the title compound as an oil. Reactants: COC(=O)C1C(=O)c2ccccc2S(=O)(=O)N1C, Cl, [Na+], [OH-], O. The product is CN1C(C(=O)O)C(=O)c2ccccc2S1(=O)=O. Reaction SMILES: [CH3:1][N:2]1[S:3](=[O:17])(=[O:18])[c:4]2[c:5]([cH:13][cH:14][cH:15][cH:16]2)[C:6](=[O:12])[CH:7]1[C:8](=[O:9])[O:10][CH3:11].[ClH:21].[Na+:20].[OH-:19].[OH2:22]>>[CH3:1][N:2]1[S:3](=[O:17])(=[O:18])[c:4]2[c:5]([cH:13][cH:14][cH:15][cH:16]2)[C:6](=[O:12])[CH:7]1[C:8](=[O:9])[OH:10]. Starting materials: 18.8, COCN=C=O (methoxymethyl isocyanate), CN1C(CC(CC1(C)C)N)(C)C (1,2,2,6,6-pentamethyl-4-aminopiperidine). Solvent: C1(=CC=CC=C1)C (toluene). Reaction conditions: temperature 25 celsius, time 1 hour. The product is COCNC(=O)NC1CC(N(C(C1)(C)C)C)(C)C (N-Methoxymethyl-N'-(1,2,2,6,6-pentamethylpiperidin-4-yl)-urea). RXN SMILES: [CH3:1][N:2]1[C:7]([CH3:9])([CH3:8])[CH2:6][CH:5]([NH2:10])[CH2:4][C:3]1([CH3:12])[CH3:11].[CH3:13][O:14][CH2:15][N:16]=[C:17]=[O:18]>C1(C)C=CC=CC=1>[CH3:13][O:14][CH2:15][NH:16][C:17]([NH:10][CH:5]1[CH2:6][C:7]([CH3:8])([CH3:9])[N:2]([CH3:1])[C:3]([CH3:12])([CH3:11])[CH2:4]1)=[O:18]. Procedure details: 34 parts of 1,2,2,6,6-pentamethyl-4-aminopiperidine were dissolved in 100 parts of toluene, followed by the dropwise addition of 25° C. of 18.8 parts of 93% methoxymethyl isocyanate. After stirring for 1 hour at 25° C., the toluene was evaporated in vacuo and the residue was crystallised from cleaning spirit, giving 42.5 g of colourless crystals melting at 105° C. Reactants: CC[SiH](CC)CC, ClCCl, COc1cc2c(cc1C(C)(C)O)CCCC2C, O=C(O)C(F)(F)F. Yields the product COc1cc2c(cc1C(C)C)CCCC2C. As a reaction SMILES: [CH2:18]([SiH:19]([CH2:20][CH3:21])[CH2:22][CH3:23])[CH3:24].[CH2:32]([Cl:33])[Cl:34].[CH3:1][O:2][c:3]1[c:4]([C:14]([CH3:15])([CH3:16])[OH:17])[cH:5][c:6]2[c:11]([cH:12]1)[CH:10]([CH3:13])[CH2:9][CH2:8][CH2:7]2.[OH:25][C:26]([C:27]([F:28])([F:29])[F:30])=[O:31]>>[CH3:1][O:2][c:3]1[c:4]([CH:14]([CH3:15])[CH3:16])[cH:5][c:6]2[c:11]([cH:12]1)[CH:10]([CH3:13])[CH2:9][CH2:8][CH2:7]2.